From a dataset of the Open Reaction Database (ORD), a public repository of structured organic reaction records. describe an organic reaction: reactants, conditions, products, and yield Starting materials: CCCCc1nc2cnc3ccccc3c2n1CCOCCS(C)(=O)=O, ClC(Cl)Cl, O=C(OO)c1cccc(Cl)c1. Yields the product CCCCc1nc2c[n+]([O-])c3ccccc3c2n1CCOCCS(C)(=O)=O. As a reaction SMILES: [CH2:12]([CH2:13][CH2:14][CH3:15])[c:16]1[n:17]([CH2:29][CH2:30][O:31][CH2:32][CH2:33][S:34](=[O:35])(=[O:36])[CH3:37])[c:18]2[c:19]([cH:20][n:21][c:22]3[cH:23][cH:24][cH:25][cH:26][c:27]23)[n:28]1.[CH:38]([Cl:39])([Cl:40])[Cl:41].[OH:1][O:2][C:3]([c:4]1[cH:5][c:6]([Cl:7])[cH:8][cH:9][cH:10]1)=[O:11]>>[O-:1][n+:21]1[cH:20][c:19]2[c:18]([n:17]([CH2:29][CH2:30][O:31][CH2:32][CH2:33][S:34](=[O:35])(=[O:36])[CH3:37])[c:16]([CH2:12][CH2:13][CH2:14][CH3:15])[n:28]2)[c:27]2[c:22]1[cH:23][cH:24][cH:25][cH:26]2. The reactants are CC(=O)NCCc1ccc2c(c1)OCO2, C=O, ClCCCl, Cl, O. The product is CC(=O)NCCc1cc2c(cc1CCl)OCO2. Reaction SMILES: [C:1]([CH3:2])(=[O:3])[NH:4][CH2:5][CH2:6][c:7]1[cH:8][c:9]2[c:13]([cH:14][cH:15]1)[O:12][CH2:11][O:10]2.[CH2:16]=[O:17].[CH2:18]([CH2:19][Cl:20])[Cl:21].[ClH:22].[OH2:23]>>[C:1]([CH3:2])(=[O:3])[NH:4][CH2:5][CH2:6][c:7]1[cH:8][c:9]2[c:13]([cH:14][c:15]1[CH2:19][Cl:20])[O:12][CH2:11][O:10]2. Reactants: C(C)(C)(C)C1=CC(=C(C=C1)C=1N(C(C(N1)(C)C1=CC=C(C=C1)Cl)C1=CC=C(C=C1)Cl)C(=O)Cl)OCC (rac-(4S*,5R*)-2-(4-tert-butyl-2-ethoxy-phenyl)-4,5-bis-(4-chloro-phenyl)-4-methyl-4,5-dihydro-imidazole-1-carbonyl chloride), N1(CCNCC1)CC(=O)N1CCCC1 (2-piperazin-1-yl-1-pyrrolidin-1-yl-ethanone). Yields the product C(C)(C)(C)C1=CC(=C(C=C1)C=1N([C@@H]([C@](N1)(C)C1=CC=C(C=C1)Cl)C1=CC=C(C=C1)Cl)C(=O)N1CCN(CC1)CC(=O)N1CCCC1)OCC (rac-2-{4-[(4S*,5R*)-2-(4-tert-Butyl-2-ethoxy-phenyl)-4,5-bis-(4-chloro-phenyl)-4-methyl-4,5-dihydro-imidazole-1-carbonyl]-piperazin-1-yl}-1-pyrrolidin-1-yl-ethanone). Reaction SMILES: [C:1]([C:5]1[CH:10]=[CH:9][C:8]([C:11]2[N:12]([C:31](Cl)=[O:32])[CH:13]([C:24]3[CH:29]=[CH:28][C:27]([Cl:30])=[CH:26][CH:25]=3)[C:14]([C:17]3[CH:22]=[CH:21][C:20]([Cl:23])=[CH:19][CH:18]=3)([CH3:16])[N:15]=2)=[C:7]([O:34][CH2:35][CH3:36])[CH:6]=1)([CH3:4])([CH3:3])[CH3:2].[N:37]1([CH2:43][C:44]([N:46]2[CH2:50][CH2:49][CH2:48][CH2:47]2)=[O:45])[CH2:42][CH2:41][NH:40][CH2:39][CH2:38]1>>[C:1]([C:5]1[CH:10]=[CH:9][C:8]([C:11]2[N:12]([C:31]([N:40]3[CH2:39][CH2:38][N:37]([CH2:43][C:44]([N:46]4[CH2:47][CH2:48][CH2:49][CH2:50]4)=[O:45])[CH2:42][CH2:41]3)=[O:32])[C@H:13]([C:24]3[CH:25]=[CH:26][C:27]([Cl:30])=[CH:28][CH:29]=3)[C@@:14]([C:17]3[CH:18]=[CH:19][C:20]([Cl:23])=[CH:21][CH:22]=3)([CH3:16])[N:15]=2)=[C:7]([O:34][CH2:35][CH3:36])[CH:6]=1)([CH3:3])([CH3:2])[CH3:4]. Reported procedure: In a manner analogous to the method described in example 5, rac-(4S*,5R*)-2-(4-tert-butyl-2-ethoxy-phenyl)-4,5-bis-(4-chloro-phenyl)-4-methyl-4,5-dihydro-imidazole-1-carbonyl chloride was reacted with 2-piperazin-1-yl-1-pyrrolidin-1-yl-ethanone (Aldrich) to give the title compound. LC-MS: 704.3 [(M+H)+] Starting materials: C(C)(C)(C)OC(=O)C1N(CCCCC1C(=O)O)S(=O)(=O)C1=CC=C(C=C1)OC (1-(4-Methoxy-benzenesulfonyl)-azepane-2,3-dicarboxylic acid 2-tert-butyl ester), B.C1CCOC1 (Borane THF). Solvent: C1CCOC1 (THF). Conditions: time 20 hour. The product is C(C)(C)(C)OC(=O)C1N(CCCCC1CO)S(=O)(=O)C1=CC=C(C=C1)OC (3-Hydroxymethyl-1-(4-methoxy-benzenesulfonyl)-azepane-2-carboxylic acid tert-butyl ester). RXN SMILES: [C:1]([O:5][C:6]([CH:8]1[CH:14]([C:15](O)=[O:16])[CH2:13][CH2:12][CH2:11][CH2:10][N:9]1[S:18]([C:21]1[CH:26]=[CH:25][C:24]([O:27][CH3:28])=[CH:23][CH:22]=1)(=[O:20])=[O:19])=[O:7])([CH3:4])([CH3:3])[CH3:2].B.C1COCC1>C1COCC1>[C:1]([O:5][C:6]([CH:8]1[CH:14]([CH2:15][OH:16])[CH2:13][CH2:12][CH2:11][CH2:10][N:9]1[S:18]([C:21]1[CH:26]=[CH:25][C:24]([O:27][CH3:28])=[CH:23][CH:22]=1)(=[O:20])=[O:19])=[O:7])([CH3:4])([CH3:3])[CH3:2] |f:1.2|. Procedure details: To a solution of 1-(4-Methoxy-benzenesulfonyl)-azepane-2,3-dicarboxylic acid 2-tert-butyl ester (1.06 g, 2.56 mmoL) in 12.8 mL THF at 0° C. was added a Borane-THF solution (1M, 6.4 mL) dropwise. The reaction was warmed to ambient temperature after 30 minutes and allowed to stir for 20 hours before cooling to ice bath temperature and carefully quenching with a 1:1 solution of acetic acid and water. This solution was stirred for 1 hour after which the majority of the solvent was removed under redu... The reactants are CC(=O)OCCSc1cnc(Nc2nc(C3(C)CCN(C(C)=O)CC3)ns2)c(Oc2cccnc2C)c1, O=C([O-])[O-], CCO, [K+], [K+]. Yields the product CC(=O)N1CCC(C)(c2nsc(Nc3ncc(SCCO)cc3Oc3cccnc3C)n2)CC1. Reaction SMILES: [C:1](=[O:2])([CH3:3])[O:4][CH2:5][CH2:6][S:7][c:8]1[cH:9][n:10][c:11]([NH:22][c:23]2[n:24][c:25]([C:28]3([CH3:37])[CH2:29][CH2:30][N:31]([C:34]([CH3:35])=[O:36])[CH2:32][CH2:33]3)[n:26][s:27]2)[c:12]([O:14][c:15]2[c:16]([CH3:21])[n:17][cH:18][cH:19][cH:20]2)[cH:13]1.[C:38](=[O:39])([O-:40])[O-:41].[CH3:44][CH2:45][OH:46].[K+:42].[K+:43]>>[OH:4][CH2:5][CH2:6][S:7][c:8]1[cH:9][n:10][c:11]([NH:22][c:23]2[n:24][c:25]([C:28]3([CH3:37])[CH2:29][CH2:30][N:31]([C:34]([CH3:35])=[O:36])[CH2:32][CH2:33]3)[n:26][s:27]2)[c:12]([O:14][c:15]2[c:16]([CH3:21])[n:17][cH:18][cH:19][cH:20]2)[cH:13]1.